This data is from the Open Reaction Database (ORD), a public repository of structured organic reaction records. The task is: describe an organic reaction: reactants, conditions, products, and yield The reactants are C(C1=CC=CO1)OCC1=CC=CO1 (difurfuryl ether), CC1=CC=C(CBr)O1 (5-methylfurfuryl bromide). Solvent: CCOCC (ether). Yields the product C(C1=CC=CO1)OCC1=CC=C(O1)C (5-Methyl-furfuryl furfuryl ether), crude mixture. Reaction SMILES: [CH2:1]([O:7][CH2:8][C:9]1[O:13][CH:12]=[CH:11][CH:10]=1)[C:2]1[O:6][CH:5]=[CH:4][CH:3]=1.[CH3:14]C1OC(CBr)=CC=1>CCOCC>[CH2:8]([O:7][CH2:1][C:2]1[O:6][C:5]([CH3:14])=[CH:4][CH:3]=1)[C:9]1[O:13][CH:12]=[CH:11][CH:10]=1. Procedure details: d. 5-Methyl-furfuryl furfuryl ether was prepared by the procedure described by J. E. Zanetti in J. Am. Chem. Soc. 49, 1066 (1927) for the difurfuryl ether, starting with 5-methylfurfuryl bromide (Compt. Rend. 222, 1441 (1946)) instead of furfuryl bromide of Zanetti. The product was isolated by ether extraction of the crude mixture after having diluted with water. For purification the ether extract was distilled twice - b.p. 68°-70°C. at 0.01 mm./Hg. vacuum. The product was a viscous colourless l...